From a dataset of the Open Reaction Database (ORD), a public repository of structured organic reaction records. describe an organic reaction: reactants, conditions, products, and yield Starting materials: CC1C2=C(NCC3=C1C=CC=C3)C=CC=C2 (6,11-dihydro-11-methyl-5H-dibenzo[b,e]azepine), C1CC(=O)N(C1=O)Br (NBS). Run in CC(=O)C (aceton). Reaction conditions: temperature 0 celsius, time 20 minute. The product is BrC1=CC2=C(NCC3=C(C2C)C=CC=C3)C=C1 (2-bromo-6,11-dihydro-11-methyl-5H-dibenzo[b,e]azepine). RXN SMILES: [CH3:1][CH:2]1[C:8]2[CH:9]=[CH:10][CH:11]=[CH:12][C:7]=2[CH2:6][NH:5][C:4]2[CH:13]=[CH:14][CH:15]=[CH:16][C:3]1=2.C1C(=O)N([Br:24])C(=O)C1>CC(C)=O>[Br:24][C:15]1[CH:14]=[CH:13][C:4]2[NH:5][CH2:6][C:7]3[CH:12]=[CH:11][CH:10]=[CH:9][C:8]=3[CH:2]([CH3:1])[C:3]=2[CH:16]=1. Reported procedure: A solution of 6,11-dihydro-11-methyl-5H-dibenzo[b,e]azepine (4) (8 g, 38.3 mmol) in aceton (1500 mL) was cooled to 0° C. and NBS (N-bromosuccinamide; 6.81 g, 38.3 mmol) was added. The reaction mixture was stirred for 20 min at 0° C., quenched by addition of aqueous NaHCO3 (300 mL) and concentrated under reduced pressure. The product was extracted into ethyl acetate which was washed with brine, dried (Na2SO4) and concentrated under reduced pressure. The crude product was purified by column chroma... RXN SMILES: [B:33]([O-:34])([O-:51])[O:52][c:35]1[cH:36][c:37]([O:48][CH2:49][CH3:50])[c:38]([O:41][CH2:42][CH2:43][O:44][CH2:45][CH2:46][CH3:47])[cH:39][cH:40]1.[Br:1][c:2]1[cH:3][cH:4][c:5]2[c:6]([cH:32]1)[CH:7]=[C:8]([C:14](=[O:15])[NH:16][c:17]1[cH:18][cH:19][c:20]([CH2:23][N:24]([CH:25]3[CH2:26][CH2:27][O:28][CH2:29][CH2:30]3)[CH3:31])[cH:21][cH:22]1)[CH2:9][CH2:10][S:11]2(=[O:12])=[O:13].[C:53](=[O:54])([O-:55])[O-:56].[CH2:60]([OH:61])[CH3:62].[K+:57].[K+:58].[OH2:59].[c:63]1([CH3:64])[cH:65][cH:66][cH:67][cH:68][cH:69]1>>[c:2]1(-[c:35]2[cH:36][c:37]([O:48][CH2:49][CH3:50])[c:38]([O:41][CH2:42][CH2:43][O:44][CH2:45][CH2:46][CH3:47])[cH:39][cH:40]2)[cH:3][cH:4][c:5]2[c:6]([cH:32]1)[CH:7]=[C:8]([C:14](=[O:15])[NH:16][c:17]1[cH:18][cH:19][c:20]([CH2:23][N:24]([CH:25]3[CH2:26][CH2:27][O:28][CH2:29][CH2:30]3)[CH3:31])[cH:21][cH:22]1)[CH2:9][CH2:10][S:11]2(=[O:12])=[O:13]. Product: CCCOCCOc1ccc(-c2ccc3c(c2)C=C(C(=O)Nc2ccc(CN(C)C4CCOCC4)cc2)CCS3(=O)=O)cc1OCC. The reactants are CCCOCCOc1ccc(OB([O-])[O-])cc1OCC, CN(Cc1ccc(NC(=O)C2=Cc3cc(Br)ccc3S(=O)(=O)CC2)cc1)C1CCOCC1, O=C([O-])[O-], CCO, [K+], [K+], O, Cc1ccccc1. Starting materials: CC(C)(C)OC(=O)NCC1CCN(CCCN)C1, CCN=C=NCCCN(C)C, CN(C)C=O, COc1cc(N)c(Cl)cc1C(=O)O, On1nnc2ccccc21. Yields the product COc1cc(N)c(Cl)cc1C(=O)NCCCN1CCC(CNC(=O)OC(C)(C)C)C1. Reaction SMILES: [C:1]([CH3:2])([CH3:3])([CH3:4])[O:5][C:6](=[O:7])[NH:8][CH2:9][CH:10]1[CH2:11][N:12]([CH2:15][CH2:16][CH2:17][NH2:18])[CH2:13][CH2:14]1.[CH2:42]([N:43]=[C:44]=[N:45][CH2:46][CH2:47][CH2:48][N:49]([CH3:50])[CH3:51])[CH3:52].[CH3:53][N:54]([CH3:55])[CH:56]=[O:57].[NH2:19][c:20]1[cH:21][c:22]([O:30][CH3:31])[c:23]([C:24](=[O:25])[OH:26])[cH:27][c:28]1[Cl:29].[OH:32][n:33]1[c:34]2[cH:35][cH:36][cH:37][cH:38][c:39]2[n:40][n:41]1>>[C:1]([CH3:2])([CH3:3])([CH3:4])[O:5][C:6](=[O:7])[NH:8][CH2:9][CH:10]1[CH2:11][N:12]([CH2:15][CH2:16][CH2:17][NH:18][C:24]([c:23]2[c:22]([O:30][CH3:31])[cH:21][c:20]([NH2:19])[c:28]([Cl:29])[cH:27]2)=[O:25])[CH2:13][CH2:14]1. The reactants are C1(=C(C=CC=C1)CC(O)(C1CCOCC1)C1CN(CCO1)CC1=CC=CC=C1)C1=CC=CC=C1 (2-[1,1′Biphenyl]-2-yl-1-[4-(phenylmethyl)morpholin-2-yl]-1-tetrahydro-2H-pyran-4-ylethanol), reagents, CCN(C(C)C)C(C)C (Hünig's base), ClC(=O)OC(C)Cl (α-chloroethyl chloroformate). Run in C(Cl)Cl (DCM), CO (methanol). Product: Cl.C1(=C(C=CC=C1)CC(O)(C1CCOCC1)C1CNCCO1)C1=CC=CC=C1 (2-[1,1′-Biphenyl]-2-yl-1-morpholin-2-yl-1-tetrahydro-2H-pyran 4-ylethanol hydrochloride). Reaction SMILES: [C:1]1([C:29]2[CH:34]=[CH:33][CH:32]=[CH:31][CH:30]=2)[CH:6]=[CH:5][CH:4]=[CH:3][C:2]=1[CH2:7][C:8]([CH:16]1[O:21][CH2:20][CH2:19][N:18](CC2C=CC=CC=2)[CH2:17]1)([CH:10]1[CH2:15][CH2:14][O:13][CH2:12][CH2:11]1)[OH:9].CCN(C(C)C)C(C)C.[Cl:44]C(OC(Cl)C)=O>C(Cl)Cl.CO>[ClH:44].[C:1]1([C:29]2[CH:34]=[CH:33][CH:32]=[CH:31][CH:30]=2)[CH:6]=[CH:5][CH:4]=[CH:3][C:2]=1[CH2:7][C:8]([CH:16]1[O:21][CH2:20][CH2:19][NH:18][CH2:17]1)([CH:10]1[CH2:11][CH2:12][O:13][CH2:14][CH2:15]1)[OH:9] |f:5.6|. Procedure details: The free base of 56 is obtained from 55 (0.588 g, 1.28 mmol), solid supported Hünig's base (0.72 g) and α-chloroethyl chloroformate (0.53 mL) in anhydrous DCM (20 mL) following General Procedure 3. Purification by ion exchange chromatography gives the free base of 56 as viscous oil (0.483 g), contaminated with a small amount of the N-protected compound 55. The residue is treated with an excess of reagents (1 eq), solid supported Hünig's base (0.36 g) and α-chloroethyl chloroformate (0.26 mL) in ... Reactants: C(C)OC1=CC=C(\C=C/2\C(N(C(S2)=O)CC2=CC=C(C(=O)OC(C)(C)C)C=C2)=O)C=C1 ((Z)-tert-butyl 4-((5-(4-ethoxybenzylidene)-2,4-dioxothiazolidin-3-yl)methyl)benzoate), NCCN1C(SC(C1=O)CC1=CC=C(C=C1)OCC)=O (3-(2-aminoethyl)-5-(4-ethoxybenzyl)thiazolidine-2,4-dione). Yields the product C(C)OC1=CC=C(\C=C/2\C(N(C(S2)=O)CC2=CC=C(C(=O)O)C=C2)=O)C=C1 ((Z)-4-((5-(4-ethoxybenzylidene)-2,4-dioxothiazolidin-3-yl)methyl)benzoic acid). Isolated yield 96.4%. Reaction SMILES: [CH2:1]([O:3][C:4]1[CH:31]=[CH:30][C:7](/[CH:8]=[C:9]2/[C:10](=[O:29])[N:11]([CH2:15][C:16]3[CH:28]=[CH:27][C:19]([C:20]([O:22]C(C)(C)C)=[O:21])=[CH:18][CH:17]=3)[C:12](=[O:14])[S:13]/2)=[CH:6][CH:5]=1)[CH3:2].NCCN1C(=O)C(CC2C=CC(OCC)=CC=2)SC1=O>>[CH2:1]([O:3][C:4]1[CH:31]=[CH:30][C:7](/[CH:8]=[C:9]2/[C:10](=[O:29])[N:11]([CH2:15][C:16]3[CH:17]=[CH:18][C:19]([C:20]([OH:22])=[O:21])=[CH:27][CH:28]=3)[C:12](=[O:14])[S:13]/2)=[CH:6][CH:5]=1)[CH3:2]. Reported procedure: The title compound 28q was prepared by deprotection of tert-butyl group of compound 28p (100 mg, 0.23 mmol). Deprotection following the procedure of compound 6 gave the title compound 28q as a white solid (85 mg, 97.3%). The reactants are ClC=1N=C(C2=C(N1)NC=C2)Cl (2,4-dichloro-7H-pyrrolo[2,3-d]pyrimidine), NC1=CC=C2C=NNC2=C1 (6-aminoindazole). Solvent: C(CCC)O (n-butyl alcohol). Conditions: temperature 116 celsius, time 8 hour. The product is N1N=CC2=CC=C(C=C12)NC=1N=C(C2=C(N1)NC=C2)NC2=CC=C1C=NNC1=C2 (N2,N4-di(1H-indazol-6-yl)-7H-pyrrolo[2,3-d]pyrimidine-2,4-diamine). Yield: 8.3%. Reaction SMILES: Cl[C:2]1[N:3]=[C:4](Cl)[C:5]2[CH:10]=[CH:9][NH:8][C:6]=2[N:7]=1.[NH2:12][C:13]1[CH:21]=[C:20]2[C:16]([CH:17]=[N:18][NH:19]2)=[CH:15][CH:14]=1>C(O)CCC>[NH:19]1[C:20]2[C:16](=[CH:15][CH:14]=[C:13]([NH:12][C:2]3[N:3]=[C:4]([NH:12][C:13]4[CH:21]=[C:20]5[C:16]([CH:17]=[N:18][NH:19]5)=[CH:15][CH:14]=4)[C:5]4[CH:10]=[CH:9][NH:8][C:6]=4[N:7]=3)[CH:21]=2)[CH:17]=[N:18]1. Procedure: A mixture of 2,4-dichloro-7H-pyrrolo[2,3-d]pyrimidine (90 mg, 0.48 mmol) and 6-aminoindazole (127 mg, 0.95 mmol) in n-butyl alcohol (n-BuOH) (4 mL) was stirred at 116° C. overnight. The mixture was purified by reverse phase HPLC using a gradient of 7-50% CH3CN in water over 10 min. The title compound was recovered to give a powder (15 mg). MS 382.4 (M+H) (Compound 4-1). Reactants: C(C)N(C(C)C)C(C)C (ethyldiisopropylamine), C(=O)(OC(C)(C)C)N1CCNCC1 (BOC-piperazine), ClC1=CC(NC=N1)=O (6-chloro-3H-pyrimidin-4-one). Solvent: C(C)(CC)O (sec-butanol). Conditions: temperature 80 celsius, time 8 hour. The product is C(C)(C)(C)OC(=O)N1CCN(CC1)C=1N=CNC(C1)=O (4-(6-oxo-1,6-dihydro-pyrimidin-4-yl) -piperazine-1-carboxylic acid tert-butyl ester). Isolated yield 74.1%. RXN SMILES: Cl[C:2]1[N:7]=[CH:6][NH:5][C:4](=[O:8])[CH:3]=1.C(N(C(C)C)C(C)C)C.[C:18]([N:25]1[CH2:30][CH2:29][NH:28][CH2:27][CH2:26]1)([O:20][C:21]([CH3:24])([CH3:23])[CH3:22])=[O:19]>C(O)(CC)C>[C:21]([O:20][C:18]([N:25]1[CH2:30][CH2:29][N:28]([C:2]2[N:7]=[CH:6][NH:5][C:4](=[O:8])[CH:3]=2)[CH2:27][CH2:26]1)=[O:19])([CH3:24])([CH3:22])[CH3:23]. Procedure: To a suspension of 6-chloro-3H-pyrimidin-4-one (˜0.23 mol) in sec-butanol (525 mL) was added ethyldiisopropylamine (49.7 mL, 0.3 mol) and BOC-piperazine (available from Aldrich; 55.9 g, 0.3 mol). The reaction was stirred at 80° C. for 8 hours, and then allowed to cool to room temperature. The crude reaction mixture was filtered, and washed with sec-butanol to give 4-(6-oxo-1,6-dihydro-pyrimidin-4-yl) -piperazine-1-carboxylic acid tert-butyl ester (47.8 g, 74%) LCMS Purity=100% (Rt=1.42). 1H NMR ... Starting materials: C(C)OC(=O)C=1N(C(=NC1C)Br)C (2-bromo-3,5-dimethyl-3H-imidazole-4-carboxylic acid ethyl ester), C(#C)C1=CC=C(N)C=C1 (4-ethynylaniline). The product is C(C)OC(=O)C=1N(C(=NC1C)C#CC1=CC=C(C=C1)N)C (2-(4-Amino-phenylethynyl)-3,5-dimethyl-3H-imidazole-4-carboxylic acid ethyl ester). As a reaction SMILES: [CH2:1]([O:3][C:4]([C:6]1[N:7]([CH3:13])[C:8](Br)=[N:9][C:10]=1[CH3:11])=[O:5])[CH3:2].[C:14]([C:16]1[CH:22]=[CH:21][C:19]([NH2:20])=[CH:18][CH:17]=1)#[CH:15]>>[CH2:1]([O:3][C:4]([C:6]1[N:7]([CH3:13])[C:8]([C:15]#[C:14][C:16]2[CH:22]=[CH:21][C:19]([NH2:20])=[CH:18][CH:17]=2)=[N:9][C:10]=1[CH3:11])=[O:5])[CH3:2]. Procedure: The title compound, MS: m/e=284.4 (M+H+) was prepared in accordance with the general method of example 1b from 2-bromo-3,5-dimethyl-3H-imidazole-4-carboxylic acid ethyl ester and 4-ethynylaniline.